This data is from the Open Reaction Database (ORD), a public repository of structured organic reaction records. The task is: describe an organic reaction: reactants, conditions, products, and yield Reactants: CC(=O)CC(C)C, CO, O=[N+]([O-])c1ccc(F)cc1F, O=S(=O)(O)O. Yields the product CC(C)CC(C)Nc1ccc(F)cc1F. As a reaction SMILES: [CH3:12][CH:13]([CH2:14][C:15]([CH3:16])=[O:17])[CH3:18].[CH3:24][OH:25].[F:1][c:2]1[c:3]([N+:9]([O-:10])=[O:11])[cH:4][cH:5][c:6]([F:8])[cH:7]1.[S:19](=[O:20])(=[O:21])([OH:22])[OH:23]>>[F:1][c:2]1[c:3]([NH:9][CH:15]([CH2:14][CH:13]([CH3:12])[CH3:18])[CH3:16])[cH:4][cH:5][c:6]([F:8])[cH:7]1. Starting materials: OC1=C(C(=O)N(C)C)C=CC=C1NC1=C(C(C1=O)=O)N[C@H](CC)C1OC(CC1)C (2-hydroxy-N,N-dimethyl-3-{2-[(R)-1-(5-methyl-tetrahydrofuran-2-yl)-propylamino]-3,4-dioxo-cyclobut-1-enylamino}-benzamide). Run in CC#N.O (MeCN H2O). Yields the product OC1=C(C(=O)N(C)C)C=CC=C1NC1=C(C(C1=O)=O)N[C@H](CC)[C@@H]1O[C@H](CC1)C (2-Hydroxy-N,N-dimethyl-3-{2-[(R)-1-((2R,5S)-5-methyl-tetrahydrofuran-2-yl)-propylamino]-3,4-dioxo-cyclobut-1-enylamino}-benzamide). RXN SMILES: [OH:1][C:2]1[C:12]([NH:13][C:14]2[C:17](=[O:18])[C:16](=[O:19])[C:15]=2[NH:20][C@@H:21]([CH:24]2[CH2:28][CH2:27][CH:26]([CH3:29])[O:25]2)[CH2:22][CH3:23])=[CH:11][CH:10]=[CH:9][C:3]=1[C:4]([N:6]([CH3:8])[CH3:7])=[O:5]>CC#N.O>[OH:1][C:2]1[C:12]([NH:13][C:14]2[C:17](=[O:18])[C:16](=[O:19])[C:15]=2[NH:20][C@@H:21]([C@H:24]2[CH2:28][CH2:27][C@H:26]([CH3:29])[O:25]2)[CH2:22][CH3:23])=[CH:11][CH:10]=[CH:9][C:3]=1[C:4]([N:6]([CH3:8])[CH3:7])=[O:5] |f:1.2|. Reported procedure: This compound is isolated from a diastereomeric mixture of 2-hydroxy-N,N-dimethyl-3-{2-[(R)-1-(5-methyl-tetrahydrofuran-2-yl)-propylamino]-3,4-dioxo-cyclobut-1-enylamino}-benzamide (Example 1) using reverse phase mass directed HPLC Column HICHROM HIRPB: 250×20 mm, 10 μm, eluent: 5-20% MeCN/H2O-0.1% diethylamine. Reactants: FC=1C=C(C=O)C=C(C1O)[N+](=O)[O-] (3-fluoro-4-hydroxy-5-nitrobenzaldehyde), substituted 2-nitrophenols, C1(=CC=CC=C1)O (phenol), COC(C(C)Br)=O (methyl-2-bromopropanoate). Product: FC1=C(OC(C(=O)OC)C)C(=CC(=C1)C=O)[N+](=O)[O-] (Methyl 2-(2-fluoro-4-formyl-6-nitrophenoxy)propanoate). As a reaction SMILES: [F:1][C:2]1[CH:3]=[C:4]([CH:7]=[C:8]([N+:11]([O-:13])=[O:12])[C:9]=1[OH:10])[CH:5]=[O:6].C1(O)C=CC=CC=1.[CH3:21][O:22][C:23](=[O:27])[CH:24](Br)[CH3:25]>>[F:1][C:2]1[CH:3]=[C:4]([CH:5]=[O:6])[CH:7]=[C:8]([N+:11]([O-:13])=[O:12])[C:9]=1[O:10][CH:24]([CH3:25])[C:23]([O:22][CH3:21])=[O:27]. Reported procedure: Using 3-fluoro-4-hydroxy-5-nitrobenzaldehyde as the phenol and methyl-2-bromopropanoate as the alkylating agent in the general procedure of alkylation of substituted 2-nitrophenols gives a yellow solid: 1H NMR (400 MHz, DMSO-d6) δ ppm 1.56 (d, J=6.57 Hz, 3H) 3.66 (s, 3H) 5.27 (qd, J=6.78, 1.64 Hz, 1H) 8.10-8.18 (m, 1H) 8.31-8.38 (m, 1H) 9.95 (d, J=2.02 Hz, 1H). ESI-MS: m/z 272.1 (M+H)+.